This data is from the Open Reaction Database (ORD), a public repository of structured organic reaction records. The task is: describe an organic reaction: reactants, conditions, products, and yield Starting materials: Cc1ccc(Nc2cnc(C3CC3)c(C)c2)c(C(=O)OC(C)(C)C)c1, O=C(O)C(F)(F)F. The product is Cc1ccc(Nc2cnc(C3CC3)c(C)c2)c(C(=O)O)c1. RXN SMILES: [CH:1]1([c:4]2[c:5]([CH3:25])[cH:6][c:7]([NH:10][c:11]3[c:12]([C:13](=[O:14])[O:15][C:16]([CH3:17])([CH3:18])[CH3:19])[cH:20][c:21]([CH3:24])[cH:22][cH:23]3)[cH:8][n:9]2)[CH2:2][CH2:3]1.[F:26][C:27]([F:28])([F:29])[C:30]([OH:31])=[O:32]>>[CH:1]1([c:4]2[c:5]([CH3:25])[cH:6][c:7]([NH:10][c:11]3[c:12]([C:13](=[O:14])[OH:15])[cH:20][c:21]([CH3:24])[cH:22][cH:23]3)[cH:8][n:9]2)[CH2:2][CH2:3]1.